Dataset: the Open Reaction Database (ORD), a public repository of structured organic reaction records. Task: describe an organic reaction: reactants, conditions, products, and yield The reactants are COC=1C=C2C(=CC=NC2=CC1OC)OC1=CC=C(C=C1)N (6,7-Dimethoxy-4-(4-aminophenoxy)quinoline), ClC=1C=C(C=CC1Cl)N=C=O (3,4-dichlorophenyl isocyanate). Solvent: C1(=CC=CC=C1)C (toluene). The product is ClC=1C=C(C=CC1Cl)NC(=O)NC1=CC=C(C=C1)OC1=CC=NC2=CC(=C(C=C12)OC)OC (N-(3,4-Dichlorophenyl)-N'-[4-[(6,7-dimethoxy-4-quinolyl)oxy]phenyl}urea). The yield is 85.2%. RXN SMILES: [CH3:1][O:2][C:3]1[CH:4]=[C:5]2[C:10](=[CH:11][C:12]=1[O:13][CH3:14])[N:9]=[CH:8][CH:7]=[C:6]2[O:15][C:16]1[CH:21]=[CH:20][C:19]([NH2:22])=[CH:18][CH:17]=1.[Cl:23][C:24]1[CH:25]=[C:26]([N:31]=[C:32]=[O:33])[CH:27]=[CH:28][C:29]=1[Cl:30]>C1(C)C=CC=CC=1>[Cl:23][C:24]1[CH:25]=[C:26]([NH:31][C:32]([NH:22][C:19]2[CH:18]=[CH:17][C:16]([O:15][C:6]3[C:5]4[C:10](=[CH:11][C:12]([O:13][CH3:14])=[C:3]([O:2][CH3:1])[CH:4]=4)[N:9]=[CH:8][CH:7]=3)=[CH:21][CH:20]=2)=[O:33])[CH:27]=[CH:28][C:29]=1[Cl:30]. Procedure: 6,7-Dimethoxy-4-(4-aminophenoxy)quinoline (51 mg) was dissolved in toluene (5 ml) with heat, 3,4-dichlorophenyl isocyanate (102 mg) was added, and the admixture was refluxed with heat for 8 minutes. The separated crystals were filtered and then washed with toluene to obtain 71 mg of the title compound (yield: 84%). Starting materials: C[O-], CO, COC(=O)Cn1c(=O)sc2ccc(Cl)cc21, [Na+], [Na], O, OC1CCNCC1. Yields the product O=C(Cn1c(=O)sc2ccc(Cl)cc21)N1CCC(O)CC1. Reaction SMILES: [CH3:26][O-:27].[CH3:29][OH:30].[Cl:9][c:10]1[cH:11][cH:12][c:13]2[c:14]([n:15]([CH2:19][C:20](=[O:21])[O:22][CH3:23])[c:16](=[O:18])[s:17]2)[cH:24]1.[Na+:28].[Na:8].[OH2:25].[OH:1][CH:2]1[CH2:3][CH2:4][NH:5][CH2:6][CH2:7]1>>[OH:1][CH:2]1[CH2:3][CH2:4][N:5]([C:20]([CH2:19][n:15]2[c:14]3[c:13]([cH:12][cH:11][c:10]([Cl:9])[cH:24]3)[s:17][c:16]2=[O:18])=[O:21])[CH2:6][CH2:7]1. Reactants: CCN=C=NCCCN(C)C, CC#N, Cl, O=C(O)c1ccc(F)c2ccccc12, Cc1cc(CC(N)C(O)c2ccc(F)cc2)cc(OC(F)(F)C(F)F)c1, O, On1nnc2ccccc21. Product: Cc1cc(CC(NC(=O)c2ccc(F)c3ccccc23)C(O)c2ccc(F)cc2)cc(OC(F)(F)C(F)F)c1. Reaction SMILES: [CH2:42]([N:43]=[C:44]=[N:45][CH2:46][CH2:47][CH2:48][N:49]([CH3:50])[CH3:51])[CH3:52].[CH3:63][C:64]#[N:65].[ClH:41].[F:27][c:28]1[cH:29][cH:30][c:31]([C:38](=[O:39])[OH:40])[c:32]2[cH:33][cH:34][cH:35][cH:36][c:37]12.[NH2:1][CH:2]([CH:3]([OH:4])[c:5]1[cH:6][cH:7][c:8]([F:11])[cH:9][cH:10]1)[CH2:12][c:13]1[cH:14][c:15]([O:20][C:21]([CH:22]([F:23])[F:24])([F:25])[F:26])[cH:16][c:17]([CH3:19])[cH:18]1.[OH2:66].[OH:53][n:54]1[c:55]2[cH:56][cH:57][cH:58][cH:59][c:60]2[n:61][n:62]1>>[NH:1]([CH:2]([CH:3]([OH:4])[c:5]1[cH:6][cH:7][c:8]([F:11])[cH:9][cH:10]1)[CH2:12][c:13]1[cH:14][c:15]([O:20][C:21]([CH:22]([F:23])[F:24])([F:25])[F:26])[cH:16][c:17]([CH3:19])[cH:18]1)[C:38]([c:31]1[cH:30][cH:29][c:28]([F:27])[c:37]2[c:32]1[cH:33][cH:34][cH:35][cH:36]2)=[O:39]. Reactants: BrC1=CSC=C1 (3-bromothiophene), CC=1N=C(OC1)C.C(C)(=O)C1=C(N=C(O1)C)C (5-acetyl-2,4-dimethyloxazole dimethyloxazole). Product: CC=1OC(=C(N1)C)C(C)(O)C1=CSC=C1 (1-(2,4-Dimethyl-5-oxazolyl)-1-(3-thienyl)ethanol). RXN SMILES: Br[C:2]1[CH:6]=[CH:5][S:4][CH:3]=1.CC1N=C(C)OC=1.[C:14]([C:17]1[O:21][C:20]([CH3:22])=[N:19][C:18]=1[CH3:23])(=[O:16])[CH3:15]>>[CH3:22][C:20]1[O:21][C:17]([C:14]([C:2]2[CH:6]=[CH:5][S:4][CH:3]=2)([OH:16])[CH3:15])=[C:18]([CH3:23])[N:19]=1 |f:1.2|. Procedure: Starting with 3-bromothiophene and 5-acetyl-2,4-dimethyloxazole dimethyloxazole and following the general method of Example 4 the title compound was prepared. M.p. 132°-133° C. Reported procedure: 100 mg (0.28 mmol) of 2-[3-(5-hydroxypyrimidin-2-yl)benzyl]-6-(1-methyl-1H-pyrazol-4-yl)-2H-pyridazin-3-one are dissolved in 6 ml of DMF, and 277 mg (0.83 mmol) of polymer-bound triphenylphosphine (3 mmol/g) and 33 mg (0.32 mmol) of 1,3-cyclopentanediol are added. The reaction mixture is shaken at room temperature for 15 min, and 196 mg (0.83 mmol) of di-tert-butyl azodicarboxylate are subsequently added. The reaction mix-ture was shaken at room temperature for 3 h, a further 277 mg (0.83 mmol) ... Solvent: CN(C)C=O (DMF). RXN SMILES: [OH:1][C:2]1[CH:3]=[N:4][C:5]([C:8]2[CH:9]=[C:10]([CH:25]=[CH:26][CH:27]=2)[CH2:11][N:12]2[C:17](=[O:18])[CH:16]=[CH:15][C:14]([C:19]3[CH:20]=[N:21][N:22]([CH3:24])[CH:23]=3)=[N:13]2)=[N:6][CH:7]=1.C1(P(C2C=CC=CC=2)C2C=CC=CC=2)C=CC=CC=1.[CH:47]1(O)[CH2:51][CH2:50][CH:49]([OH:52])[CH2:48]1.N(C(OC(C)(C)C)=O)=NC(OC(C)(C)C)=O>CN(C=O)C>[OH:52][CH:49]1[CH2:50][CH2:51][CH:47]([O:1][C:2]2[CH:3]=[N:4][C:5]([C:8]3[CH:9]=[C:10]([CH:25]=[CH:26][CH:27]=3)[CH2:11][N:12]3[C:17](=[O:18])[CH:16]=[CH:15][C:14]([C:19]4[CH:20]=[N:21][N:22]([CH3:24])[CH:23]=4)=[N:13]3)=[N:6][CH:7]=2)[CH2:48]1. Reactants: C1(=CC=CC=C1)P(C1=CC=CC=C1)C1=CC=CC=C1 (triphenylphosphine), N(=NC(=O)OC(C)(C)C)C(=O)OC(C)(C)C (di-tert-butyl azodicarboxylate), N(=NC(=O)OC(C)(C)C)C(=O)OC(C)(C)C (di-tert-butyl azodicarboxylate), C1(=CC=CC=C1)P(C1=CC=CC=C1)C1=CC=CC=C1 (triphenylphosphine), C1(CC(CC1)O)O (1,3-cyclopentanediol), OC=1C=NC(=NC1)C=1C=C(CN2N=C(C=CC2=O)C=2C=NN(C2)C)C=CC1 (2-[3-(5-hydroxypyrimidin-2-yl)benzyl]-6-(1-methyl-1H-pyrazol-4-yl)-2H-pyridazin-3-one). Product: OC1CC(CC1)OC=1C=NC(=NC1)C=1C=C(CN2N=C(C=CC2=O)C=2C=NN(C2)C)C=CC1 (2-{3-[5-(3-hydroxycyclopentyloxy)pyrimidin-2-yl]benzyl}-6-(1-methyl-1H-pyrazol-4-yl)-2H-pyridazin-3-one). Reaction conditions: time 15 minute.